From a dataset of the Open Reaction Database (ORD), a public repository of structured organic reaction records. describe an organic reaction: reactants, conditions, products, and yield Reactants: ClC1=NC=CC(=C1)CO (2-chloropyridine-4-methanol), S(=O)(Br)Br (thionyl bromide). Run in ClCCl (dichloromethane). Reaction conditions: time 15 minute. Product: BrCC1=CC(=NC=C1)Cl (4-(bromomethyl)-2-chloropyridine). As a reaction SMILES: [Cl:1][C:2]1[CH:7]=[C:6]([CH2:8]O)[CH:5]=[CH:4][N:3]=1.S(Br)([Br:12])=O>ClCCl>[Br:12][CH2:8][C:6]1[CH:5]=[CH:4][N:3]=[C:2]([Cl:1])[CH:7]=1. Procedure details: To a solution of 2-chloropyridine-4-methanol (1.02 g, 7.10 mmol) in 15 mL of dichloromethane was added thionyl bromide (1.77 g, 8.53 mmol) dropwise. After 15 min, the reaction was quenched with saturated aqueous ammonium chloride. The organic solution was washed 2× with water, dried over sodium sulfate, filtered, and concentrated in vacuo to provide 4-(bromomethyl)-2-chloropyridine that gave a mass ion (ES+) of 208.0 for [M+H]+. The reactants are N[C@H](CC1=CC=CC=C1)C(=O)N1[C@H](C(=O)N[C@@H](CCCNC(N)=N)C(=O)O)CCC1.IC=1C=C(C[NH-])C=CC1 ((D)Phe-Pro-Arg 3-iodo-benzylamide), [H][H] (hydrogen). The product is N[C@H](CC1=CC=CC=C1)C(=O)N1[C@H](C(=O)N[C@@H](CCCNC(N)=N)C(=O)O)CCC1.C(C1=CC=CC=C1)[NH-] ((D)Phe-Pro-Arg benzylamide). As a reaction SMILES: [NH2:1][C@@H:2]([C:10]([N:12]1[CH2:30][CH2:29][CH2:28][C@H:13]1[C:14]([NH:16][C@H:17]([C:25]([OH:27])=[O:26])[CH2:18][CH2:19][CH2:20][NH:21][C:22](=[NH:24])[NH2:23])=[O:15])=[O:11])[CH2:3][C:4]1[CH:9]=[CH:8][CH:7]=[CH:6][CH:5]=1.I[C:32]1[CH:33]=[C:34]([CH:37]=[CH:38][CH:39]=1)[CH2:35][NH-:36].[H][H]>>[NH2:1][C@@H:2]([C:10]([N:12]1[CH2:30][CH2:29][CH2:28][C@H:13]1[C:14]([NH:16][C@H:17]([C:25]([OH:27])=[O:26])[CH2:18][CH2:19][CH2:20][NH:21][C:22](=[NH:23])[NH2:24])=[O:15])=[O:11])[CH2:3][C:4]1[CH:5]=[CH:6][CH:7]=[CH:8][CH:9]=1.[CH2:35]([NH-:36])[C:34]1[CH:37]=[CH:38][CH:39]=[CH:32][CH:33]=1 |f:0.1,3.4|. Procedure: (D)Phe-Pro-Arg-3-iodo-benzylamide, 10 mg, was dehalogenated as described in Example 9, Step H, using hydrogen gas instead of tritium gas. The reactants are C(C=C)OC=1C(=NC=CC1)Br (3-(allyloxy)-2-bromopyridine), C1=CC=C(C=C1)P(C2=CC=CC=C2)C3=CC=CC=C3 (PPh3), CC(=O)[O-].[K+] (KOAc), C=C1COC=2C1=NC=CC2 (3-methylene-2,3-dihydrofuro[3,2-b]pyridine). Reagents/catalysts: CC(=O)[O-].CC(=O)[O-].[Pd+2] (Pd(OAc)2), O.[Cl-].C(C)[N+](CC)(CC)CC (tetraethyl ammonium chloride hydrate). Solvent: CN(C)C=O (DMF), CCOC(=O)C (EtOAc), C(=O)(O)[O-].[Na+] (NaHCO3). Reaction conditions: temperature 110 celsius, time 16 hour. Yields the product O1CC(C2=NC=CC=C21)=O (furo[3,2-b]pyridin-3(2H)-one). RXN SMILES: C=[C:2]1[C:6]2=[N:7][CH:8]=[CH:9][CH:10]=[C:5]2[O:4][CH2:3]1.C([O:14]C1C(Br)=NC=CC=1)C=C.C1C=CC(P(C2C=CC=CC=2)C2C=CC=CC=2)=CC=1.CC([O-])=O.[K+]>CN(C=O)C.O.[Cl-].C([N+](CC)(CC)CC)C.CCOC(C)=O.C([O-])(O)=O.[Na+].CC([O-])=O.CC([O-])=O.[Pd+2]>[O:4]1[C:5]2[C:6](=[N:7][CH:8]=[CH:9][CH:10]=2)[C:2](=[O:14])[CH2:3]1 |f:3.4,6.7.8,10.11,12.13.14|. Procedure: 3-methylene-2,3-dihydrofuro[3,2-b]pyridine. To a solution of 3-(allyloxy)-2-bromopyridine (1 eq.) in DMF (0.2 M), PPh3 (0.25 eq.), Pd(OAc)2 (0.1 eq), and KOAc (5 eq.), is added, under an argon atmosphere, tetraethyl ammonium chloride hydrate (2 eq.). The flask is purged with argon for 15 min, and the resulting reaction mixture is stirred at 110° C. for 16 h. The reaction progress is monitored by TLC. The reaction mixture is diluted with EtOAc and saturated NaHCO3 solution. The organic layer is s... The reactants are Polysorbate-20, C[N+](C)(C)CCOP(=O)([O-])OCCCCCCCCCCCCCCCCCCC1=CC=C(C=C1)I (NM404), C[N+](C)(C)CCOP(=O)([O-])OCCCCCCCCCCCCCCCCCCC1=CC=C(C=C1)I (NM404), [131I][131I] (iodine-131). Yields the product C[N+](C)(C)CCOP(=O)([O-])OCCCCCCCCCCCCCCCCCCC1=CC=C(C=C1)[131I] (131I-NM404). RXN SMILES: [CH3:1][N+:2]([CH2:5][CH2:6][O:7][P:8]([O:11][CH2:12][CH2:13][CH2:14][CH2:15][CH2:16][CH2:17][CH2:18][CH2:19][CH2:20][CH2:21][CH2:22][CH2:23][CH2:24][CH2:25][CH2:26][CH2:27][CH2:28][CH2:29][C:30]1[CH:35]=[CH:34][C:33](I)=[CH:32][CH:31]=1)([O-:10])=[O:9])([CH3:4])[CH3:3].[131I:37][131I]>>[CH3:1][N+:2]([CH2:5][CH2:6][O:7][P:8]([O:11][CH2:12][CH2:13][CH2:14][CH2:15][CH2:16][CH2:17][CH2:18][CH2:19][CH2:20][CH2:21][CH2:22][CH2:23][CH2:24][CH2:25][CH2:26][CH2:27][CH2:28][CH2:29][C:30]1[CH:35]=[CH:34][C:33]([131I:37])=[CH:32][CH:31]=1)([O-:10])=[O:9])([CH3:4])[CH3:3]. Procedure: Synthesis, Radiolabeling, and Formulation: Radioiodination of stable NM404 with 124I -sodium iodide is routinely achieved by modification of an ammonium sulfate-mediated isotope exchange reaction reported by Mangner and recently optimized for NM404 in our lab. Exchange reaction methodology has been used effectively for initial human trials with NM324, the predecessor of NM404 and is currently being used for preclinical studies and the human lung cancer trial. Briefly, a 2-ml glass vial is charge... The reactants are CC1CNCCN1, Nc1c(F)c(F)cc2c1c(=O)c(C(=O)O)cn2C1CC1, c1ccncc1. Yields the product CC1CN(c2cc3c(c(N)c2F)c(=O)c(C(=O)O)cn3C2CC2)CCN1. RXN SMILES: [CH3:21][CH:22]1[NH:23][CH2:24][CH2:25][NH:26][CH2:27]1.[NH2:1][c:2]1[c:3]2[c:4](=[O:20])[c:5]([C:17](=[O:18])[OH:19])[cH:6][n:7]([CH:14]3[CH2:15][CH2:16]3)[c:8]2[cH:9][c:10]([F:13])[c:11]1[F:12].[cH:28]1[cH:29][cH:30][n:31][cH:32][cH:33]1>>[NH2:1][c:2]1[c:3]2[c:4](=[O:20])[c:5]([C:17](=[O:18])[OH:19])[cH:6][n:7]([CH:14]3[CH2:15][CH2:16]3)[c:8]2[cH:9][c:10]([N:26]2[CH2:25][CH2:24][NH:23][CH:22]([CH3:21])[CH2:27]2)[c:11]1[F:12]. Yields the product C(C)(C)(C)OC(=O)N(C1=NC=CC2=CC=C(C=C12)CBr)C(=O)OC(C)(C)C (Bis-tert-butoxycarbonyl-(7-bromomethyl-isoquinolin-1-yl)amine). The reagents and catalysts are C(C1=CC=CC=C1)(=O)OOC(C1=CC=CC=C1)=O (benzoyl peroxide). Procedure details: A mixture of the bis-tert-butoxycarbonyl-(7-methyl-isoquinolin-1-yl)amine (500 mg, 1.40 mmol), N-bromosuccinimide (265 mg, 1.47 mmol) and 4 mg of benzoyl peroxide in 10 mL of CCl4 was refluxed overnight. The solution was concentrated and loaded to a flash column using 10% EtOAc in hexane as eluent. This gave 440 mg (72% yield) of yellow solid product. 1H-NMR (300 MHz, CDCl3) δ 8.44(d, 1H), 7.94 (s, 1H), 7.87 (d, 1H), 7.73 (d, 1H), 7.64 (d, 1H), 4.64 (s, 2H), 1.32 (s, 18H); LC/MS (ESI): calcd mas... Reaction SMILES: [C:1]([O:5][C:6]([N:8]([C:20]([O:22][C:23]([CH3:26])([CH3:25])[CH3:24])=[O:21])[C:9]1[C:18]2[C:13](=[CH:14][CH:15]=[C:16]([CH3:19])[CH:17]=2)[CH:12]=[CH:11][N:10]=1)=[O:7])([CH3:4])([CH3:3])[CH3:2].[Br:27]N1C(=O)CCC1=O>C(Cl)(Cl)(Cl)Cl.C(OOC(=O)C1C=CC=CC=1)(=O)C1C=CC=CC=1>[C:1]([O:5][C:6]([N:8]([C:20]([O:22][C:23]([CH3:26])([CH3:25])[CH3:24])=[O:21])[C:9]1[C:18]2[C:13](=[CH:14][CH:15]=[C:16]([CH2:19][Br:27])[CH:17]=2)[CH:12]=[CH:11][N:10]=1)=[O:7])([CH3:4])([CH3:3])[CH3:2]. Reactants: C(C)(C)(C)OC(=O)N(C1=NC=CC2=CC=C(C=C12)C)C(=O)OC(C)(C)C (bis-tert-butoxycarbonyl-(7-methyl-isoquinolin-1-yl)amine), BrN1C(CCC1=O)=O (N-bromosuccinimide). The solvent is C(Cl)(Cl)(Cl)Cl (CCl4). Isolated yield 71.9%.